Dataset: the Open Reaction Database (ORD), a public repository of structured organic reaction records. Task: describe an organic reaction: reactants, conditions, products, and yield The reactants are FC1=C(C=CC=C1)C1=CC=C(C=C1)C(C)O (1-(2'-fluoro-4-biphenylyl)-1-hydroxy-ethane), FC1=C(C=CC=C1)C1=CC=C(C=C1)CC(=O)CC1=CC=C(C=C1)C1=C(C=CC=C1)F (2'-fluoro-4-biphenylyl-methyl-ketone), [BH4-].[Na+] (sodium borohydride), SCC(=O)O (mercapto-acetic acid), C1(=CC=C(C=C1)S(=O)(=O)O)C (p-toluenesulfonic acid). Run in CO (methanol), C1=CC=CC=C1 (benzene). Product: FC1=C(C=CC=C1)C1=CC=C(C=C1)C(C)SCC(=O)O ([1-(2'Fluoro-4-biphenylyl)-ethylthio]-acetic acid). As a reaction SMILES: [F:1][C:2]1[CH:7]=[CH:6][CH:5]=[CH:4][C:3]=1[C:8]1[CH:13]=[CH:12][C:11]([CH:14](O)[CH3:15])=[CH:10][CH:9]=1.FC1C=CC=CC=1C1C=CC(CC(CC2C=CC(C3C=CC=CC=3F)=CC=2)=O)=CC=1.[BH4-].[Na+].[SH:49][CH2:50][C:51]([OH:53])=[O:52].C1(C)C=CC(S(O)(=O)=O)=CC=1>CO.C1C=CC=CC=1>[F:1][C:2]1[CH:7]=[CH:6][CH:5]=[CH:4][C:3]=1[C:8]1[CH:13]=[CH:12][C:11]([CH:14]([S:49][CH2:50][C:51]([OH:53])=[O:52])[CH3:15])=[CH:10][CH:9]=1 |f:2.3|. Reported procedure: 50 gm (0.23 mol) of 1-(2'-fluoro-4-biphenylyl)-1-hydroxy-ethane, m.p. 88° C., (prepared from 2'-fluoro-4-biphenylyl-methyl-ketone by reduction with sodium borohydride in methanol) were dissolved in 500 ml of benzene, 32.2 gm (0.276 mol) of 80% mercapto-acetic acid and 1 gm of p-toluenesulfonic acid were added, and the mixture was heated at its boiling point for 1 hour, using an apparatus equipped with a water trap. 20.5 ml of water were separated. The benzene solution was washed with water after... The reactants are [N+](=O)([O-])C1=C(C=C(C=C1)C(F)(F)F)CC#N ((2-Nitro-5trifluoromethylphenyl)acetonitrile). The reagents and catalysts are [Pd] (Pd/C). Solvent: CCO.O (EtOH H2O), C(C)(=O)O (acetic acid). Product: FC(C=1C=C2C=CNC2=CC1)(F)F (5-Trifluoromethylindole). Isolated yield 61.4%. RXN SMILES: [N+]([C:4]1[CH:9]=[CH:8][C:7]([C:10]([F:13])([F:12])[F:11])=[CH:6][C:5]=1[CH2:14][C:15]#[N:16])([O-])=O>CCO.O.C(O)(=O)C.[Pd]>[F:13][C:10]([F:11])([F:12])[C:7]1[CH:6]=[C:5]2[C:4](=[CH:9][CH:8]=1)[NH:16][CH:15]=[CH:14]2 |f:1.2|. Reported procedure: (2-Nitro-5-trifluoromethylphenyl)acetonitrile (D4, 1.9 g, 0.0088 mole) in 90% EtOH/H2O (25 ml) and glacial acetic acid (0.25 ml) was hydrogenated at 50 psi in the presence of 10% Pd/C (1 g) at room temperature for 2 hours. After filtration of the catalyst through kieselguhr, the solvent was removed in vacuo. The residue was basified with saturated aqueous potassium carbonate solution, extracted into DCM, dried (Na2SO4) and evaporated in vacuo. The residue was chromatographed on silica gel elutin... Reactants: C1CCOC1, [Na+], [OH-], N#Cc1ccc(-c2cnc3cc(-c4ccsc4)ccn23)cc1. The product is NCc1ccc(-c2cnc3cc(-c4ccsc4)ccn23)cc1. As a reaction SMILES: [CH2:25]1[O:26][CH2:27][CH2:28][CH2:29]1.[Na+:24].[OH-:23].[s:1]1[cH:2][c:3](-[c:6]2[cH:7][c:8]3[n:9]([cH:10][cH:11]2)[c:12](-[c:15]2[cH:16][cH:17][c:18]([C:19]#[N:20])[cH:21][cH:22]2)[cH:13][n:14]3)[cH:4][cH:5]1>>[s:1]1[cH:2][c:3](-[c:6]2[cH:7][c:8]3[n:9]([cH:10][cH:11]2)[c:12](-[c:15]2[cH:16][cH:17][c:18]([CH2:19][NH2:20])[cH:21][cH:22]2)[cH:13][n:14]3)[cH:4][cH:5]1.